Dataset: the Open Reaction Database (ORD), a public repository of structured organic reaction records. Task: describe an organic reaction: reactants, conditions, products, and yield Starting materials: C(C1=CC=CC=C1)N(C(C(CC=C)N1C(C2=CC=CC=C2C1=O)=O)=O)[C@@H](C=C)C1=CC=CC=C1 (N-benzyl-2-(1,3-dioxo-1,3-dihydro-2H-isoindol-2-yl)-N-[(1S)-1-phenylprop-2-en-1-yl]pent-4-enamide), CS(=O)C (DMSO). Reagents/catalysts: Cl[Ru](Cl)([P](C1CCCCC1)(C2CCCCC2)C3CCCCC3)([P](C4CCCCC4)(C5CCCCC5)C6CCCCC6)=CC7=CC=CC=C7 (Grubbs catalyst). Run in C1(=CC=CC=C1)C (Toluene). Conditions: temperature 80 celsius, time 2 hour. The product is C(C1=CC=CC=C1)N1C(C(CC=C[C@H]1C1=CC=CC=C1)N1C(C2=CC=CC=C2C1=O)=O)=O (2-[(7S)-1-benzyl-2-oxo-7-phenyl-2,3,4,7-tetrahydro-1H-azepin-3-yl]-1H-isoindole-1,3(2H)-dione). Reaction SMILES: [CH2:1]([N:8]([C@H:26]([C:29]1[CH:34]=[CH:33][CH:32]=[CH:31][CH:30]=1)C=C)[C:9](=[O:25])[CH:10]([N:14]1[C:22](=[O:23])[C:21]2[C:16](=[CH:17][CH:18]=[CH:19][CH:20]=2)[C:15]1=[O:24])[CH2:11][CH:12]=[CH2:13])[C:2]1[CH:7]=[CH:6][CH:5]=[CH:4][CH:3]=1.CS(C)=O>C1(C)C=CC=CC=1.Cl[Ru](=CC1C=CC=CC=1)([P](C1CCCCC1)(C1CCCCC1)C1CCCCC1)([P](C1CCCCC1)(C1CCCCC1)C1CCCCC1)Cl>[CH2:26]([N:8]1[C@H:1]([C:2]2[CH:7]=[CH:6][CH:5]=[CH:4][CH:3]=2)[CH:13]=[CH:12][CH2:11][CH:10]([N:14]2[C:15](=[O:24])[C:16]3[C:21](=[CH:20][CH:19]=[CH:18][CH:17]=3)[C:22]2=[O:23])[C:9]1=[O:25])[C:29]1[CH:34]=[CH:33][CH:32]=[CH:31][CH:30]=1 |^1:54,73|. Reported procedure: To a solution of N-benzyl-2-(1,3-dioxo-1,3-dihydro-2H-isoindol-2-yl)-N-[(1S)-1-phenylprop-2-en-1-yl]pent-4-enamide (5b) (230 mg) dissolved in Toluene (25 mL) at 80° C. under N2 was added Grubbs catalyst (2nd generation) (22 mg) and the reaction mixture was stirred at 80° C. for 2 h, then cooled to RT. DMSO (0.1 mL) was added to the reaction and the mixture stirred for 1 h, then concentrated. The crude product was directly purified via flash chromatography (gradient—5%, 10%, 15% EtOAc/hexanes) to...